Dataset: the Open Reaction Database (ORD), a public repository of structured organic reaction records. Task: describe an organic reaction: reactants, conditions, products, and yield The reactants are O=C(Cl)c1ccccc1, CN1CCN(c2ccc3nc(-c4n[nH]c5cccc(N)c45)[nH]c3c2)CC1, CCN(C(C)C)C(C)C, ClCCl. The product is CN1CCN(c2ccc3nc(-c4n[nH]c5cccc(NC(=O)c6ccccc6)c45)[nH]c3c2)CC1. As a reaction SMILES: [C:27]([c:28]1[cH:29][cH:30][cH:31][cH:32][cH:33]1)(=[O:34])[Cl:35].[CH3:1][N:2]1[CH2:3][CH2:4][N:5]([c:8]2[cH:9][cH:10][c:11]3[c:12]([nH:13][c:14](-[c:16]4[n:17][nH:18][c:19]5[cH:20][cH:21][cH:22][c:23]([NH2:25])[c:24]45)[n:15]3)[cH:26]2)[CH2:6][CH2:7]1.[CH:36]([N:37]([CH:38]([CH3:39])[CH3:40])[CH2:41][CH3:42])([CH3:43])[CH3:44].[Cl:45][CH2:46][Cl:47]>>[CH3:1][N:2]1[CH2:3][CH2:4][N:5]([c:8]2[cH:9][cH:10][c:11]3[c:12]([nH:13][c:14](-[c:16]4[n:17][nH:18][c:19]5[cH:20][cH:21][cH:22][c:23]([NH:25][C:27]([c:28]6[cH:29][cH:30][cH:31][cH:32][cH:33]6)=[O:34])[c:24]45)[n:15]3)[cH:26]2)[CH2:6][CH2:7]1. The reactants are C(C)(=O)[O-].[Na+] (sodium acetate), Cl.NO (hydroxylamine hydrochloride), O1[C@H](COC2=C1C=CC=C2)CN2C[C@H](CCC2)C=2C=C(C=CC2)OS(=O)(=O)C(F)(F)F (trifluoro-methanesulfonic acid 3-{(R*)-1-[(S)-1-(2,3-dihydro-benzo[1,4]dioxin-2-yl)methyl]-piperidin-3-yl}-phenyl ester), C([O-])([O-])=O.[Cs+].[Cs+] (cesium carbonate), (R)-(±)-2,2-bis(diphenylphosphino)-1,1-binaphthyl, C(C1=CC=CC=C1)(C1=CC=CC=C1)=N (benzophenone imine). Reagents/catalysts: C(C)(=O)[O-].[Pd+2].C(C)(=O)[O-] (palladium acetate). Run in O1CCCC1 (tetrahydrofuran). Reaction conditions: temperature 80 celsius, time 1.5 hour. The product is O1[C@H](COC2=C1C=CC=C2)CN2C[C@H](CCC2)C=2C=C(C=CC2)N (3-{(R*)-1-[(S)-1-(2,3-Dihydro-benzo[1,4]dioxin-2-yl)methyl]-piperidin-3-yl}-phenylamine). The yield is 20.5%. RXN SMILES: [O:1]1[C:6]2[CH:7]=[CH:8][CH:9]=[CH:10][C:5]=2[O:4][CH2:3][C@@H:2]1[CH2:11][N:12]1[CH2:17][CH2:16][CH2:15][C@H:14]([C:18]2[CH:19]=[C:20](OS(C(F)(F)F)(=O)=O)[CH:21]=[CH:22][CH:23]=2)[CH2:13]1.C(=O)([O-])[O-].[Cs+].[Cs+].C(=[NH:51])(C1C=CC=CC=1)C1C=CC=CC=1.C([O-])(=O)C.[Na+].Cl.NO>O1CCCC1.C([O-])(=O)C.[Pd+2].C([O-])(=O)C>[O:1]1[C:6]2[CH:7]=[CH:8][CH:9]=[CH:10][C:5]=2[O:4][CH2:3][C@@H:2]1[CH2:11][N:12]1[CH2:17][CH2:16][CH2:15][C@H:14]([C:18]2[CH:19]=[C:20]([NH2:51])[CH:21]=[CH:22][CH:23]=2)[CH2:13]1 |f:1.2.3,5.6,7.8,10.11.12|. Procedure details: A mixture of trifluoro-methanesulfonic acid 3-{(R*)-1-[(S)-1-(2,3-dihydro-benzo[1,4]dioxin-2-yl)methyl]-piperidin-3-yl}-phenyl ester (1.039 g, 2.27 mmol), cesium carbonate (1.036 g, 3.18 mmol), palladium acetate (0.015, 0.068 mmol), (R)-(±)-2,2-bis(diphenylphosphino)-1,1-binaphthyl (0.064 g, 0.102 mmol) and benzophenone imine (0.457 ml, 2.73 mmol) in dry tetrahydrofuran (6 ml) was heated in a microwave reactor at 80° C. for 10 hours. The mixture was filtered and evaporated to dryness. The crude ... The reactants are Cc1ccc(S(=O)(=O)OCC2CCCN2C(=O)OC(C)(C)C)cc1, C1CCOC1, CCOC(C)=O, [H-], [H][H], [Na+], CN(C)C=O, Oc1ccccc1. The product is CC(C)(C)OC(=O)N1CCCC1COc1ccccc1. RXN SMILES: [C:12](=[O:13])([O:14][C:15]([CH3:16])([CH3:17])[CH3:18])[N:19]1[CH:20]([CH2:24][O:25][S:26]([c:27]2[cH:28][cH:29][c:30]([CH3:31])[cH:32][cH:33]2)(=[O:34])=[O:35])[CH2:21][CH2:22][CH2:23]1.[CH2:36]1[O:37][CH2:38][CH2:39][CH2:40]1.[CH3:41][CH2:42][O:43][C:44]([CH3:45])=[O:46].[H-:8].[H:10][H:11].[Na+:9].[O:47]=[CH:48][N:49]([CH3:50])[CH3:51].[OH:1][c:2]1[cH:3][cH:4][cH:5][cH:6][cH:7]1>>[O:1]([c:2]1[cH:3][cH:4][cH:5][cH:6][cH:7]1)[CH2:24][CH:20]1[N:19]([C:12](=[O:13])[O:14][C:15]([CH3:16])([CH3:17])[CH3:18])[CH2:23][CH2:22][CH2:21]1. Starting materials: FC1=C(OC2=C3C(=NC=C2)C=C(S3)C3=CC=C(C=N3)CN(C)C)C=CC(=C1)[N+](=O)[O-] (1-(6-(7-(2-Fluoro-4-nitrophenoxy)thieno[3,2-b]pyridin-2-yl)pyridin-3-yl)-N,N-dimethylmethanamine), [NH4+].[Cl-] (NH4Cl). Reagents/catalysts: [Fe] (iron). Solvent: CCO.O (EtOH water). Yields the product CN(C)CC=1C=CC(=NC1)C1=CC2=NC=CC(=C2S1)OC1=C(C=C(N)C=C1)F (4-(2-(5-((Dimethylamino)methyl)pyridin-2-yl)thieno[3,2-b]pyridin-7-yloxy)-3-fluoroaniline). The yield is 123.2%. Reaction SMILES: [F:1][C:2]1[CH:27]=[C:26]([N+:28]([O-])=O)[CH:25]=[CH:24][C:3]=1[O:4][C:5]1[CH:10]=[CH:9][N:8]=[C:7]2[CH:11]=[C:12]([C:14]3[N:19]=[CH:18][C:17]([CH2:20][N:21]([CH3:23])[CH3:22])=[CH:16][CH:15]=3)[S:13][C:6]=12.[NH4+].[Cl-]>[Fe].CCO.O>[CH3:23][N:21]([CH2:20][C:17]1[CH:16]=[CH:15][C:14]([C:12]2[S:13][C:6]3[C:7](=[N:8][CH:9]=[CH:10][C:5]=3[O:4][C:3]3[CH:24]=[CH:25][C:26]([NH2:28])=[CH:27][C:2]=3[F:1])[CH:11]=2)=[N:19][CH:18]=1)[CH3:22] |f:1.2,4.5|. Procedure details: To a solution of 402 (308 mg, 0.72 mmol) and NH4Cl (33 mg, 061 mmol) in 2:1 EtOH/water (9 mL) was added iron powder (345 mg, 6.17 mmol) and the suspension was heated to reflux for 1 hour. The reaction mixture was filtered through celite and concentrated to provide title compound 397 (350 mg, quantitative yield), that was used without further purification. MS (m/z): (M+1) 395.1 (100%).